Dataset: the Open Reaction Database (ORD), a public repository of structured organic reaction records. Task: describe an organic reaction: reactants, conditions, products, and yield Reactants: C1(=CC=CC=C1)P(C1=CC=CC=C1)C1=CC=CC=C1 (triphenylphosphine), OCCNC(OC(C)(C)C)=O (tert-butyl 2-hydroxyethylcarbamate), C1=CC(=CC=C1COC(=O)/N=N\C(=O)OCC2=CC=C(C=C2)Cl)Cl (di-(4-chlorobenzyl)azodicarboxylate), BrC=1C=C(C=NC1)O (5-bromopyridin-3-ol), C(=O)(O)[O-].[Na+] (NaHCO3). The solvent is C1CCOC1 (THF), CCOC(=O)C (EtOAc), C1CCOC1 (THF). Conditions: time 2 hour. The product is C(C)(C)(C)OC(NCCOC=1C=NC=C(C1)Br)=O ([2-(5-Bromo-pyridin-3-yloxy)-ethyl]carbamic acid tert-butyl ester). The yield is 62.6%. Reaction SMILES: [Br:1][C:2]1[CH:3]=[C:4]([OH:8])[CH:5]=[N:6][CH:7]=1.C1(P(C2C=CC=CC=2)C2C=CC=CC=2)C=CC=CC=1.O[CH2:29][CH2:30][NH:31][C:32](=[O:38])[O:33][C:34]([CH3:37])([CH3:36])[CH3:35].C1C(COC(/N=N\C(OCC2C=CC(Cl)=CC=2)=O)=O)=CC=C(Cl)C=1.C([O-])(O)=O.[Na+]>C1COCC1.CCOC(C)=O>[C:34]([O:33][C:32](=[O:38])[NH:31][CH2:30][CH2:29][O:8][C:4]1[CH:5]=[N:6][CH:7]=[C:2]([Br:1])[CH:3]=1)([CH3:37])([CH3:36])[CH3:35] |f:4.5|. Procedure: To a solution of 5-bromopyridin-3-ol (0.5 g, 2.87 mmol) in THF (30 mL) cooled to 0° C. were added triphenylphosphine (0.829 g, 3.16 mmol) and tert-butyl 2-hydroxyethylcarbamate (0.51 g, 3.16 mmol) in THF (5 mL) followed by di-(4-chlorobenzyl)azodicarboxylate (1.16 g, 3.16 mmol), added portionwise, and the reaction mixture was then stirred at room temperature over night. The mixture was diluted with EtOAc, poured into aq. NaHCO3 (50 mL) and the aqueous layer was extracted with EtOAc (2×100 mL). C... Reactants: CC(C)(C)[O-], CS(C)=O, NC(=O)c1cc(Cl)ccn1, [K+], Nc1ccc(O)cc1F, [Na+], [OH-]. The product is NC(=O)c1cc(Oc2ccc(N)c(F)c2)ccn1. RXN SMILES: [CH3:10][C:11]([CH3:12])([O-:13])[CH3:14].[CH3:28][S:29](=[O:30])[CH3:31].[Cl:16][c:17]1[cH:18][c:19]([C:23](=[O:24])[NH2:25])[n:20][cH:21][cH:22]1.[K+:15].[NH2:1][c:2]1[c:3]([F:9])[cH:4][c:5]([OH:8])[cH:6][cH:7]1.[Na+:27].[OH-:26]>>[NH2:1][c:2]1[c:3]([F:9])[cH:4][c:5]([O:8][c:17]2[cH:18][c:19]([C:23](=[O:24])[NH2:25])[n:20][cH:21][cH:22]2)[cH:6][cH:7]1. Run in C1CCOC1 (THF), CN1CCCN(C1=O)C (DMPU), CCOC(=O)C (EtOAc). Procedure: To a stirred solution of 2,6-Difluoroacetophenone (5 g, 32 mmol) in dry THF (40 ml) and DMPU (8 ml) was added a solution of lithium bis(trimethylsilyl)amide (1.0M, 45 ml) at −60° C. under argon. After stirring for 10 minutes at −60° C., tert-Butyl bromoacetate (6.99 g, 35.8 mmol) was added rapidly. The reaction mixture was stirred for an additional 10 minutes and then warmed to room temperature for 4 hours. The crude mixture was taken in EtOAc and washed with water and brine. The aqueous layer w... Reactants: CC(=O)C1=C(C=CC=C1F)F (2,6-Difluoroacetophenone), C[Si](C)(C)[N-][Si](C)(C)C.[Li+] (lithium bis(trimethylsilyl)amide), crude mixture, BrCC(=O)OC(C)(C)C (tert-Butyl bromoacetate). Reaction conditions: temperature -60 celsius, time 10 minute. RXN SMILES: [CH3:1][C:2]([C:4]1[C:9]([F:10])=[CH:8][CH:7]=[CH:6][C:5]=1[F:11])=[O:3].C[Si]([N-][Si](C)(C)C)(C)C.[Li+].Br[CH2:23][C:24]([O:26][C:27]([CH3:30])([CH3:29])[CH3:28])=[O:25]>C1COCC1.CN1C(=O)N(C)CCC1.CCOC(C)=O>[F:11][C:5]1[CH:6]=[CH:7][CH:8]=[C:9]([F:10])[C:4]=1[C:2](=[O:3])[CH2:1][CH2:23][C:24]([O:26][C:27]([CH3:30])([CH3:29])[CH3:28])=[O:25] |f:1.2|. Yields the product FC1=C(C(=CC=C1)F)C(CCC(=O)OC(C)(C)C)=O (tert-Butyl 4-(2,6-difluorophenyl)-4-oxobutyrate). Starting materials: C(C)C1=C(C=CC=C1)CC#N ((2-ethyl-phenyl)-acetonitrile), CI (methyl iodide). Yields the product C(C)C1=C(C=CC=C1)C(C#N)C (rac-2-(2-Ethyl-phenyl)-propionitrile). As a reaction SMILES: [CH2:1]([C:3]1[CH:8]=[CH:7][CH:6]=[CH:5][C:4]=1[CH2:9][C:10]#[N:11])[CH3:2].[CH3:12]I>>[CH2:1]([C:3]1[CH:8]=[CH:7][CH:6]=[CH:5][C:4]=1[CH:9]([CH3:12])[C:10]#[N:11])[CH3:2]. Procedure: rac-2-(2-Ethyl-phenyl)-propionitrile was prepared from (2-ethyl-phenyl)-acetonitrile and methyl iodide in analogy to Example 65a): light-yellow liquid; MS (EI): 159.1 (M+.).